The task is: describe an organic reaction: reactants, conditions, products, and yield. This data is from the Open Reaction Database (ORD), a public repository of structured organic reaction records. The reactants are CC1=CC=C(O1)CN1C(=NC2=C1C=CC=C2)NC2CCN(CC2)CC#N (4-[[1-[(5-methyl-2-furanyl)methyl]-1H-benzimidazol-2-yl]amino]-1-piperidineacetonitrile), [H][H] (hydrogen), N (ammonia). The reagents and catalysts are [Ni] (Raney-nickel). Solvent: CO (methanol). Product: NCCN1CCC(CC1)NC1=NC2=C(N1CC=1OC(=CC1)C)C=CC=C2 (N-[1-(2-amino-ethyl)-4-piperidinyl]-1-[(5-methyl-2-furanyl)methyl]-1H-benzimidazol-2-amine). RXN SMILES: [CH3:1][C:2]1[O:6][C:5]([CH2:7][N:8]2[C:12]3[CH:13]=[CH:14][CH:15]=[CH:16][C:11]=3[N:10]=[C:9]2[NH:17][CH:18]2[CH2:23][CH2:22][N:21]([CH2:24][C:25]#[N:26])[CH2:20][CH2:19]2)=[CH:4][CH:3]=1.N.[H][H]>[Ni].CO>[NH2:26][CH2:25][CH2:24][N:21]1[CH2:22][CH2:23][CH:18]([NH:17][C:9]2[N:8]([CH2:7][C:5]3[O:6][C:2]([CH3:1])=[CH:3][CH:4]=3)[C:12]3[CH:13]=[CH:14][CH:15]=[CH:16][C:11]=3[N:10]=2)[CH2:19][CH2:20]1. Reported procedure: A mixture of 6 parts of 4-[[1-[(5-methyl-2-furanyl)methyl]-1H-benzimidazol-2-yl]amino]-1-piperidineacetonitrile and 200 parts of methanol, saturated with ammonia was hydrogenated at normal pressure and at room temperature with 2 parts of Raney-nickel catalyst. After the calculated amount of hydrogen was taken up, the catalyst was filtered off and the filtrate was evaporated, yielding 6 parts of N-[1-(2-amino-ethyl)-4-piperidinyl]-1-[(5-methyl-2-furanyl)methyl]-1H-benzimidazol-2-amine as a residu...